describe an organic reaction: reactants, conditions, products, and yield From a dataset of the Open Reaction Database (ORD), a public repository of structured organic reaction records. Starting materials: C1CCOC1, Cc1nn(C)cc1-c1cc(Oc2cc(F)c(NC(=O)C3(C(=O)Nc4ccc(F)cc4)CC3)cc2F)ccn1, CS(=O)(=O)O. Product: Cc1nn(C)cc1-c1cc(Oc2cc(F)c(NC(=O)C3(C(=O)Nc4ccc(F)cc4)CC3)cc2F)ccn1, CS(=O)(=O)O. Reaction SMILES: [CH2:44]1[O:45][CH2:46][CH2:47][CH2:48]1.[CH3:1][n:2]1[n:3][c:4]([CH3:38])[c:5](-[c:7]2[n:8][cH:9][cH:10][c:11]([O:13][c:14]3[cH:15][c:16]([F:37])[c:17]([NH:21][C:22](=[O:23])[C:24]4([C:27](=[O:28])[NH:29][c:30]5[cH:31][cH:32][c:33]([F:36])[cH:34][cH:35]5)[CH2:25][CH2:26]4)[cH:18][c:19]3[F:20])[cH:12]2)[cH:6]1.[CH3:39][S:40]([OH:41])(=[O:42])=[O:43]>>[CH3:1][n:2]1[n:3][c:4]([CH3:38])[c:5](-[c:7]2[n:8][cH:9][cH:10][c:11]([O:13][c:14]3[cH:15][c:16]([F:37])[c:17]([NH:21][C:22](=[O:23])[C:24]4([C:27](=[O:28])[NH:29][c:30]5[cH:31][cH:32][c:33]([F:36])[cH:34][cH:35]5)[CH2:25][CH2:26]4)[cH:18][c:19]3[F:20])[cH:12]2)[cH:6]1.[CH3:39][S:40](=[O:41])(=[O:42])[OH:43]. Isolated yield 68.0%. The solvent is C(CCC)O (n-butanol). Procedure: A mixture of (S)-2-amino-3-methyl-N-(2-phenylaminopyridin-3-yl)butyramide (3.0 mmol), 6-chloro-9-(tetrahydropyran-2-yl)-9H-purine (720 mg, 3.0 mmol) and DIPEA (2.6 mL, 15.0 mmol) in n-butanol (12 mL) was heated at 100° C. for 18 h in a sealed vial. After cooling to RT, the volatiles were removed in vacuo and the resulting residue loaded onto an Isolute® SCX-2 cartridge. The cartridge was washed with MeOH followed by 2M NH3/MeOH. The basic fractions were combined, concentrated in vacuo and the re... Reaction SMILES: [NH2:1][C@@H:2]([CH:19]([CH3:21])[CH3:20])[C:3]([NH:5][C:6]1[C:7]([NH:12][C:13]2[CH:18]=[CH:17][CH:16]=[CH:15][CH:14]=2)=[N:8][CH:9]=[CH:10][CH:11]=1)=[O:4].Cl[C:23]1[N:31]=[CH:30][N:29]=[C:28]2[C:24]=1[N:25]=[CH:26][N:27]2C1CCCCO1.CCN(C(C)C)C(C)C>C(O)CCC>[CH3:20][CH:19]([CH3:21])[C@H:2]([NH:1][C:23]1[N:31]=[CH:30][N:29]=[C:28]2[C:24]=1[N:25]=[CH:26][NH:27]2)[C:3]([NH:5][C:6]1[C:7]([NH:12][C:13]2[CH:18]=[CH:17][CH:16]=[CH:15][CH:14]=2)=[N:8][CH:9]=[CH:10][CH:11]=1)=[O:4]. The product is CC([C@@H](C(=O)NC=1C(=NC=CC1)NC1=CC=CC=C1)NC1=C2N=CNC2=NC=N1)C ((S)-3-Methyl-N-(2-phenylaminopyridin-3-yl)-2-(9H-purin-6-ylamino)butyramide). Reactants: N[C@H](C(=O)NC=1C(=NC=CC1)NC1=CC=CC=C1)C(C)C ((S)-2-amino-3-methyl-N-(2-phenylaminopyridin-3-yl)butyramide), ClC1=C2N=CN(C2=NC=N1)C1OCCCC1 (6-chloro-9-(tetrahydropyran-2-yl)-9H-purine), CCN(C(C)C)C(C)C (DIPEA). Reaction conditions: temperature 100 celsius. Starting materials: C1(CCCCC1)C=1C=2C=CC(=CC2N2C1C1=C(C=C(C2)C(=O)N2CCC(CC2)N2CCOCC2)C=CC=C1)C(=O)O (13-cyclohexyl-6-[[4-(4-morpholinyl)-1-piperidinyl]carbonyl]-7H-indolo[2,1-a][2]benzazepine-10-carboxylic acid), C(C)(C)N(C(C)C)CC (N,N-diisopropylethylamine), Cl.Cl.NCCC=1NC2=C(N1)C=CC=C2 (2-(2-aminoethyl)benzimidazole dihydrochloride), Cl.CN(CCCN=C=NCC)C (N-(3-dimethylaminopropyl)-N′-ethylcarbodiimide hydrochloride), ON1N=NC2=C1C=CC=C2 (1-hydroxybenzotriazole), C1(CCCCC1)C=1C=2C=CC(=CC2N2C1C1=C(C=C(C2)C(=O)N2CCC(CC2)N2CCOCC2)C=CC=C1)C(=O)N (13-cyclohexyl-6-[[4-(4-morpholinyl)-1-piperidinyl]carbonyl]-7H-indolo[2,1-a][2]benzazepine-10-carboxamide). The solvent is C(Cl)Cl (CH2Cl2). The product is C1(CCCCC1)C=1C=2C=CC(=CC2N2C1C1=C(C=C(C2)C(=O)N2CCC(CC2)N2CCOCC2)C=CC=C1)C(=O)NCC(=O)N(C)C (13-cyclohexyl-N-[2-(dimethylamino)-2-oxoethyl]-6-[[4-(4-morpholinyl)-1-piperidinyl]carbonyl]-7H-indolo[2,1-a][2]benzazepine-10-carboxamide). Isolated yield 34.0%. RXN SMILES: [CH:1]1([C:7]2[C:8]3[CH:9]=[CH:10][C:11]([C:39]([NH2:41])=[O:40])=[CH:12][C:13]=3[N:14]3[CH2:20][C:19]([C:21]([N:23]4[CH2:28][CH2:27][CH:26]([N:29]5[CH2:34][CH2:33][O:32][CH2:31][CH2:30]5)[CH2:25][CH2:24]4)=[O:22])=[CH:18][C:17]4[CH:35]=[CH:36][CH:37]=[CH:38][C:16]=4[C:15]=23)[CH2:6][CH2:5][CH2:4][CH2:3][CH2:2]1.C1(C2C3C=CC(C(O)=O)=CC=3N3C[C:60]([C:62]([N:64]4[CH2:69]CC(N5CCOCC5)C[CH2:65]4)=[O:63])=CC4C=CC=CC=4C=23)CCCCC1.C(N(CC)C(C)C)(C)C.Cl.Cl.NCCC1NC2C=CC=CC=2N=1.Cl.CN(C)CCCN=C=NCC.ON1C2C=CC=CC=2N=N1>C(Cl)Cl>[CH:1]1([C:7]2[C:8]3[CH:9]=[CH:10][C:11]([C:39]([NH:41][CH2:60][C:62]([N:64]([CH3:69])[CH3:65])=[O:63])=[O:40])=[CH:12][C:13]=3[N:14]3[CH2:20][C:19]([C:21]([N:23]4[CH2:28][CH2:27][CH:26]([N:29]5[CH2:34][CH2:33][O:32][CH2:31][CH2:30]5)[CH2:25][CH2:24]4)=[O:22])=[CH:18][C:17]4[CH:35]=[CH:36][CH:37]=[CH:38][C:16]=4[C:15]=23)[CH2:2][CH2:3][CH2:4][CH2:5][CH2:6]1 |f:3.4.5,6.7|. Reported procedure: N-[2-(]H-benzimidazol-2-yl)ethyl]-13-cyclohexyl-6-[[4-(4-morpholinyl)-1-piperidinyl]carbonyl]-7H-indolo[2,1-a][2]benzazepine-10-carboxamide. A solution of 13-cyclohexyl-6-[[4-(4-morpholinyl)-1-piperidinyl]carbonyl]-7H-indolo[2,1-a][2]benzazepine-10-carboxylic acid (47 mg, 0.085 mmol), N,N-diisopropylethylamine (60 μL, 0.34 mmol), 2-(2-aminoethyl)benzimidazole dihydrochloride (23 mg, 0.1 mmol), N-(3-dimethylaminopropyl)-N′-ethylcarbodiimide hydrochloride (23 mg, 0.12 mmol), and 1-hydroxybenzotria... Reaction SMILES: [CH3:29][N:30]([CH3:31])[c:32]1[cH:33][cH:34][n:35][cH:36][cH:37]1.[Cl:14][c:15]1[cH:16][cH:17][n:18][c:19]2[cH:20][c:21]([O:27][CH3:28])[c:22]([O:25][CH3:26])[cH:23][c:24]12.[Cl:38][c:39]1[cH:40][cH:41][cH:42][cH:43][c:44]1[Cl:45].[I:1][c:2]1[cH:3][cH:4][c:5]([OH:13])[c:6]([C:7](=[O:8])[O:9][CH2:10][CH3:11])[cH:12]1>>[I:1][c:2]1[cH:3][cH:4][c:5]([O:13][c:15]2[cH:16][cH:17][n:18][c:19]3[cH:20][c:21]([O:27][CH3:28])[c:22]([O:25][CH3:26])[cH:23][c:24]23)[c:6]([C:7](=[O:8])[O:9][CH2:10][CH3:11])[cH:12]1. Starting materials: CN(C)c1ccncc1, COc1cc2nccc(Cl)c2cc1OC, Clc1ccccc1Cl, CCOC(=O)c1cc(I)ccc1O. Yields the product CCOC(=O)c1cc(I)ccc1Oc1ccnc2cc(OC)c(OC)cc12.